From a dataset of the Open Reaction Database (ORD), a public repository of structured organic reaction records. describe an organic reaction: reactants, conditions, products, and yield Reactants: C[Si](N[Si](C)(C)C)(C)C.[Na] (Sodium hexamethyldisilazane), IC (iodomethane), C(C)(C)[C@@H]1N(C(OC1)=O)C(CCCCC(=C)C)=O ((4S)-4-Isopropyl-3-(6-methyl-hept-6-enoyl)-oxazolidin-2-one). The solvent is C1CCOC1 (THF), C1CCOC1 (THF). Conditions: time 30 minute. Yields the product C[C@H](C(=O)N1C(OC[C@@H]1C(C)C)=O)CCCC(=C)C ((4S)-3-[(2S)-2,6-Dimethyl-hept-6-enoyl)-4-isopropyl-oxazolidin-2-one). The yield is 84.5%. Reaction SMILES: C[Si](C)(C)N[Si](C)(C)C.[Na].[CH:11]([C@H:14]1[CH2:18][O:17][C:16](=[O:19])[N:15]1[C:20](=[O:28])[CH2:21][CH2:22][CH2:23][CH2:24][C:25]([CH3:27])=[CH2:26])([CH3:13])[CH3:12].I[CH3:30]>C1COCC1>[CH3:30][C@@H:21]([CH2:22][CH2:23][CH2:24][C:25]([CH3:27])=[CH2:26])[C:20]([N:15]1[C@@H:14]([CH:11]([CH3:13])[CH3:12])[CH2:18][O:17][C:16]1=[O:19])=[O:28] |f:0.1,^1:9|. Procedure: As reported by Schinzer et al.104 Sodium hexamethyldisilazane (13 ml of 1.0 M in THF, 13 mmol, 1.1 equiv) was added dropwise to a solution of imide 73 (3.0 g, 11.9 mmol, 1 equiv) in THF (15 ml) at −78° C. The reaction mixture was stirred for 30 min and a solution of iodomethane (3.74 ml, 60 mmol, 5 equiv) in THF (2 ml) was added dropwise. After stirring for 10 h at −78° C., the reaction was quenched with saturated aqueous ammonium chloride (10 ml), and extracted with ether (4×50 ml). The combine...